From a dataset of the Open Reaction Database (ORD), a public repository of structured organic reaction records. describe an organic reaction: reactants, conditions, products, and yield The reactants are CC(C)(C)OC(=O)N1CCc2sccc2C1, [Li]CCCC, CCCCCC, CI, C1CCOC1, O. As a reaction SMILES: [C:1]([CH3:2])([CH3:3])([CH3:4])[O:5][C:6](=[O:7])[N:8]1[CH2:9][c:10]2[c:11]([s:14][cH:15][cH:16]2)[CH2:12][CH2:13]1.[CH2:23]([Li:24])[CH2:25][CH2:26][CH3:27].[CH3:17][CH2:18][CH2:19][CH2:20][CH2:21][CH3:22].[CH3:28][I:29].[O:31]1[CH2:32][CH2:33][CH2:34][CH2:35]1.[OH2:30]>>[C:1]([CH3:2])([CH3:3])([CH3:4])[O:5][C:6](=[O:7])[N:8]1[CH2:9][c:10]2[c:11]([s:14][c:15]([CH3:17])[cH:16]2)[CH2:12][CH2:13]1. Product: Cc1cc2c(s1)CCN(C(=O)OC(C)(C)C)C2. The reactants are [OH-].[K+] (potassium hydroxide), Cl.C1(CC1)CN ((cyclopropylmethyl)amine hydrochloride), C(C)SC1=CC=CC2=C1C(=NCC=1N2C(=NN1)CCl)C1=CC(=CC=C1)Cl (7-(ethylthio)-1-(chloromethyl)-6-(m-chlorophenyl)-4H-s-triazolo[4,3-a][1,4]benzodiazepine). Solvent: O1CCCC1 (tetrahydrofuran). Yields the product C(C)SC1=CC=CC2=C1C(=NCC=1N2C(=NN1)CNCC1CC1)C1=CC(=CC=C1)Cl (7-(ethylthio)-1-[[(cyclopropylmethyl)amino]methyl]-6-(m-chlorophenyl)-4H-s-triazolo-[4,3-a][1,4]benzodiazepine). As a reaction SMILES: [OH-].[K+].Cl.[CH:4]1([CH2:7][NH2:8])[CH2:6][CH2:5]1.[CH2:9]([S:11][C:12]1[C:17]2[C:18]([C:28]3[CH:33]=[CH:32][CH:31]=[C:30]([Cl:34])[CH:29]=3)=[N:19][CH2:20][C:21]3[N:22]([C:23]([CH2:26]Cl)=[N:24][N:25]=3)[C:16]=2[CH:15]=[CH:14][CH:13]=1)[CH3:10]>O1CCCC1>[CH2:9]([S:11][C:12]1[C:17]2[C:18]([C:28]3[CH:33]=[CH:32][CH:31]=[C:30]([Cl:34])[CH:29]=3)=[N:19][CH2:20][C:21]3[N:22]([C:23]([CH2:26][NH:8][CH2:7][CH:4]4[CH2:6][CH2:5]4)=[N:24][N:25]=3)[C:16]=2[CH:15]=[CH:14][CH:13]=1)[CH3:10] |f:0.1,2.3|. Procedure: In the manner given in Example 3, a solution of potassium hydroxide and (cyclopropylmethyl)amine hydrochloride is treated with a solution of 7-(ethylthio)-1-(chloromethyl)-6-(m-chlorophenyl)-4H-s-triazolo[4,3-a][1,4]benzodiazepine in tetrahydrofuran to give 7-(ethylthio)-1-[[(cyclopropylmethyl)amino]methyl]-6-(m-chlorophenyl)-4H-s-triazolo-[4,3-a][1,4]benzodiazepine.